This data is from the Open Reaction Database (ORD), a public repository of structured organic reaction records. The task is: describe an organic reaction: reactants, conditions, products, and yield Reactants: C1(=CC=CC=C1)C(CC1=CC=CC=C1)=O (1,2-diphenylethanone), BrC=1C=C(C=O)C=C(C1O)OCC (3-bromo-5-ethoxy-4-hydroxybenzaldehyde), NC(=O)N (urea), Cl (HCl). Solvent: CCO (EtOH). Yields the product BrC=1C=C(C=C(C1O)OCC)C1NC(NC(=C1C1=CC=CC=C1)C1=CC=CC=C1)=O (4-(3-bromo-5-ethoxy-4-hydroxyphenyl)-5,6-diphenyl-3,4-dihydropyrimidin-2(1H)-one). Yield: 11.4%. Reaction SMILES: [C:1]1([C:7](=O)[CH2:8][C:9]2[CH:14]=[CH:13][CH:12]=[CH:11][CH:10]=2)[CH:6]=[CH:5][CH:4]=[CH:3][CH:2]=1.[Br:16][C:17]1[CH:18]=[C:19]([CH:22]=[C:23]([O:26][CH2:27][CH3:28])[C:24]=1[OH:25])[CH:20]=O.[NH2:29][C:30]([NH2:32])=[O:31].Cl>CCO>[Br:16][C:17]1[CH:18]=[C:19]([CH:20]2[C:8]([C:9]3[CH:14]=[CH:13][CH:12]=[CH:11][CH:10]=3)=[C:7]([C:1]3[CH:6]=[CH:5][CH:4]=[CH:3][CH:2]=3)[NH:32][C:30](=[O:31])[NH:29]2)[CH:22]=[C:23]([O:26][CH2:27][CH3:28])[C:24]=1[OH:25]. Procedure details: To a solution of 1,2-diphenylethanone (4.80 g, 25 mmol), 3-bromo-5-ethoxy-4-hydroxybenzaldehyde (5.00 g, 20 mmol) and urea (3.68 g, 61 mmol) in EtOH (250 mL) was added conc. HCl (10 mL). The mixture was heated at reflux for 112 h. Followed standard aqueous workup procedure and purified by silica gel column chromatography (PE:EA=1:3) to afford Compound 100 as a white solid (1.06 g, 11%). 1H NMR (MeOH-d4 500 MHz TMS): δ 7.24 (s, 5H), 7.09 (s, 1H), 7.04 (s, 3H), 6.85 (s, 3H), 5.17 (s, 1H), 4.03 (m,... Starting materials: [Cl-].[NH4+] (ammonium chloride), ClCC(=O)O.ClCC(=O)N(C)C1=C(C=CC(=C1)CN1CCOCC1)NC(CCl)=O (2-chloro-N-[2-[(chloroacetyl)amino]-5-(morpholin-4-ylmethyl)phenyl]-N-methylacetamide chloroacetic acid salt), [OH-].[Na+] (sodium hydroxide), C1CCOC1 (THF), C1(=CC=CC=C1)C (toluene). Run in O (water), O (water). Reaction conditions: temperature 15 celsius, time 20 minute. Product: CN1C(CN(C2=CC=C(C=C12)CN1CCOCC1)C=C(C(=O)OCC)C(=O)OCC)=O (diethyl 2-{[4-methyl-6-(morpholin-4-ylmethyl)-3-oxo-3,4-dihydroquinoxalin-1(2H)-yl]methylene}malonate). As a reaction SMILES: Cl[CH2:2][C:3]([OH:5])=[O:4].Cl[CH2:7][C:8]([N:10]([C:12]1[CH:17]=[C:16]([CH2:18][N:19]2[CH2:24][CH2:23][O:22][CH2:21][CH2:20]2)[CH:15]=[CH:14][C:13]=1[NH:25][C:26](=O)CCl)[CH3:11])=[O:9].[OH-:30].[Na+].[Cl-].[NH4+].[C:34]1([CH3:40])C=CC=CC=1.[CH2:41]1[CH2:45][O:44][CH2:43]C1>O>[CH3:11][N:10]1[C:12]2[C:13](=[CH:14][CH:15]=[C:16]([CH2:18][N:19]3[CH2:20][CH2:21][O:22][CH2:23][CH2:24]3)[CH:17]=2)[N:25]([CH:26]=[C:2]([C:43]([O:44][CH2:45][CH3:41])=[O:30])[C:3]([O:5][CH2:34][CH3:40])=[O:4])[CH2:7][C:8]1=[O:9] |f:0.1,2.3,4.5|. Reported procedure: A solution of 2-chloro-N-[2-[(chloroacetyl)amino]-5-(morpholin-4-ylmethyl)phenyl]-N-methylacetamide chloroacetic acid salt (792 g) in THF (2000 ml) and water (1600 ml) is added aqueous sodium hydroxide (532 g, 50 wt %) while maintaining 13-17° C. via occasional cooling with a dry ice/acetone bath. After 20 min, a solution of ammonium chloride (89 g) in water (400 ml) is added followed by toluene (2000 ml). The phases are separated and the organic is washed with water (100 ml). The combined aqueo... Reactants: resultant solution, OC1=C(N=NC(=C1)Cl)Cl (4-hydroxy-3,6-dichloropyridazine), Cl (hydrochloric acid), resultant mixture, C1(=CC=CC=C1)O (phenol), C1(=CC=CC=C1)O (phenol), C1(CCCCC1)O (cyclohexanol), CC(C)([O-])C.[Na+] (sodium t-butoxide), resultant mixture. The solvent is C1(=CC=CC=C1)C (toluene), O (water). Run at temperature 70 celsius, time 30 minute. The product is ClC1=CC(=C(N=N1)OC1=CC=CC=C1)O (6-chloro-3-phenoxy-4-pyridazinol). Isolated yield 29.2%. As a reaction SMILES: [C:1]1([OH:7])[CH:6]=[CH:5][CH:4]=[CH:3][CH:2]=1.C1(O)CCCCC1.CC(C)([O-])C.[Na+].[OH:21][C:22]1[CH:27]=[C:26]([Cl:28])[N:25]=[N:24][C:23]=1Cl.Cl>C1(C)C=CC=CC=1.O>[Cl:28][C:26]1[N:25]=[N:24][C:23]([O:7][C:1]2[CH:6]=[CH:5][CH:4]=[CH:3][CH:2]=2)=[C:22]([OH:21])[CH:27]=1 |f:2.3|. Procedure details: A mixture of 25.0 g (266 mmol) of phenol and 30.0 g of cyclohexanol was charged, and 25.5 g (266 mmol) of sodium t-butoxide was added to the mixture over one hour, and then stirred at 70° C. for 30 minutes. The resultant solution was cooled to 40° C., and then 8.94 g (purity: 98%; 153.1 mmol) of 4-hydroxy-3,6-dichloropyridazine was added to the cooled solution. Then, the resultant mixture was heated from 40° C. to 140° C. to effect a reaction for 12 hours. After completion of the reaction, the r... Reactants: CCOC(CBr)OCC, CCO, Clc1nc2ccccc2[nH]1, [Na+], [OH-], O. RXN SMILES: [CH2:11]([CH3:12])[O:13][CH:14]([CH2:15][Br:16])[O:17][CH2:18][CH3:19].[CH3:20][CH2:21][OH:22].[Cl:1][c:2]1[n:3][c:4]2[c:5]([nH:6]1)[cH:7][cH:8][cH:9][cH:10]2.[Na+:24].[OH-:23].[OH2:25]>>[Cl:1][c:2]1[n:3][c:4]2[c:5]([n:6]1[CH2:15][CH:14]([O:13][CH2:11][CH3:12])[O:17][CH2:18][CH3:19])[cH:7][cH:8][cH:9][cH:10]2. Product: CCOC(Cn1c(Cl)nc2ccccc21)OCC. Product: CCOC(=O)N(C)NC(=O)C1CCCN1C(=O)C(C)NC(=O)C(C)NC(=O)OC(C)(C)C. Reactants: CC(NC(=O)OC(C)(C)C)C(=O)NC(C)C(=O)N1CCCC1C(=O)O, CC(C)COC(=O)Cl, CCOC(=O)N(C)N, CN1CCOCC1, ClC(Cl)Cl, C1CCOC1. RXN SMILES: [C:1]([CH3:2])([CH3:3])([CH3:4])[O:5][C:6](=[O:7])[NH:8][CH:9]([CH3:10])[C:11](=[O:12])[NH:13][CH:14]([CH3:15])[C:16](=[O:17])[N:18]1[CH:19]([C:20](=[O:21])[OH:22])[CH2:23][CH2:24][CH2:25]1.[CH2:33]([O:34][C:35]([Cl:36])=[O:37])[CH:38]([CH3:39])[CH3:40].[CH2:41]([CH3:42])[O:43][C:44]([N:45]([NH2:46])[CH3:47])=[O:48].[CH3:26][N:27]1[CH2:28][CH2:29][O:30][CH2:31][CH2:32]1.[CH:54]([Cl:55])([Cl:56])[Cl:57].[O:49]1[CH2:50][CH2:51][CH2:52][CH2:53]1>>[C:1]([CH3:2])([CH3:3])([CH3:4])[O:5][C:6](=[O:7])[NH:8][CH:9]([CH3:10])[C:11](=[O:12])[NH:13][CH:14]([CH3:15])[C:16](=[O:17])[N:18]1[CH:19]([C:20](=[O:21])[NH:46][N:45]([C:44]([O:43][CH2:41][CH3:42])=[O:48])[CH3:47])[CH2:23][CH2:24][CH2:25]1. Starting materials: O=C(NS(=O)(=O)N(Cc1ccccc1)CC1CCC(CO)CC1)c1cc(C(F)(F)F)cc(C(F)(F)F)c1, CC#N, O=C=Nc1ccccc1, O. The product is O=C(Nc1ccccc1)OCC1CCC(CN(Cc2ccccc2)S(=O)(=O)NC(=O)c2cc(C(F)(F)F)cc(C(F)(F)F)c2)CC1. RXN SMILES: [CH2:1]([c:2]1[cH:3][cH:4][cH:5][cH:6][cH:7]1)[N:8]([S:9](=[O:10])(=[O:11])[NH:12][C:13]([c:14]1[cH:15][c:16]([C:24]([F:25])([F:26])[F:27])[cH:17][c:18]([C:20]([F:21])([F:22])[F:23])[cH:19]1)=[O:28])[CH2:29][CH:30]1[CH2:31][CH2:32][CH:33]([CH2:36][OH:37])[CH2:34][CH2:35]1.[CH3:47][C:48]#[N:49].[O:38]=[C:39]=[N:40][c:41]1[cH:42][cH:43][cH:44][cH:45][cH:46]1.[OH2:50]>>[CH2:1]([c:2]1[cH:3][cH:4][cH:5][cH:6][cH:7]1)[N:8]([S:9](=[O:10])(=[O:11])[NH:12][C:13]([c:14]1[cH:15][c:16]([C:24]([F:25])([F:26])[F:27])[cH:17][c:18]([C:20]([F:21])([F:22])[F:23])[cH:19]1)=[O:28])[CH2:29][CH:30]1[CH2:31][CH2:32][CH:33]([CH2:36][O:37][C:39](=[O:38])[NH:40][c:41]2[cH:42][cH:43][cH:44][cH:45][cH:46]2)[CH2:34][CH2:35]1. The reactants are CCO, C=C(C(=O)O)c1ccc(-c2ccccc2)c(F)c1, [Pt]. Product: CC(C(=O)O)c1ccc(-c2ccccc2)c(F)c1. Reaction SMILES: [CH3:19][CH2:20][OH:21].[F:1][c:2]1[c:3](-[c:13]2[cH:14][cH:15][cH:16][cH:17][cH:18]2)[cH:4][cH:5][c:6]([C:8]([C:9](=[O:10])[OH:11])=[CH2:12])[cH:7]1.[Pt:22]>>[F:1][c:2]1[c:3](-[c:13]2[cH:14][cH:15][cH:16][cH:17][cH:18]2)[cH:4][cH:5][c:6]([CH:8]([C:9](=[O:10])[OH:11])[CH3:12])[cH:7]1.